Dataset: the Open Reaction Database (ORD), a public repository of structured organic reaction records. Task: describe an organic reaction: reactants, conditions, products, and yield Starting materials: OC1=CC=CC2=C3C=CN(C=C3N=C12)C (8-hydroxy-2-methyl-β-carboline), C(=O)([O-])[O-].[K+].[K+] (K2CO3), C(C)I (ethyl iodide). Run in CN(C)C=O (DMF). Reaction conditions: time 18 hour. The product is C(C)OC=1C=CC2=C3C=CN(C=C3N=C2C1)C (7-ethoxy-2-methyl-β-carboline). The yield is 29.5%. Reaction SMILES: O[C:2]1[C:14]2[C:6](=[C:7]3[C:12]([N:13]=2)=[CH:11][N:10]([CH3:15])[CH:9]=[CH:8]3)[CH:5]=[CH:4][CH:3]=1.[C:16]([O-:19])([O-])=O.[K+].[K+].[CH2:22](I)C>CN(C=O)C>[CH2:16]([O:19][C:3]1[CH:4]=[CH:5][C:6]2[C:14]([CH:2]=1)=[N:13][C:12]1[C:7]=2[CH:8]=[CH:9][N:10]([CH3:15])[CH:11]=1)[CH3:22] |f:1.2.3|. Procedure details: A solution of the product from example 23 (60 mg, 0.30 mmol) in DMF (3 ml) was treated with K2CO3 (100 mg) and ethyl iodide (0,029 ml, 0.36 mmol). After stirring at RT for 18 h, the reaction was partitioned in EtOAc and water. The organic layer was dried (brine; MgSO4) and then concentrated. The residue was chromatographed (1:1 hexane-acetone) on silica gel to give 20 mg of 7-ethoxy-2-methyl-β-carboline. As a reaction SMILES: Cl.[Br:2][C:3]1[CH:8]=[CH:7][C:6]([N:9]2[C:13]([CH2:14][C@@H:15]3[CH2:19][CH2:18][NH:17][CH2:16]3)=[N:12][NH:11][C:10]2=[O:20])=[C:5]([F:21])[CH:4]=1.CNN(NC)C(Cl)=[O:26].[CH:30]([N:33]([CH2:37]C)[CH:34](C)C)(C)C>ClCCl>[Br:2][C:3]1[CH:8]=[CH:7][C:6]([N:9]2[C:10](=[O:20])[NH:11][N:12]=[C:13]2[CH2:14][C@@H:15]2[CH2:19][CH2:18][N:17]([C:37]([N:33]([CH3:34])[CH3:30])=[O:26])[CH2:16]2)=[C:5]([F:21])[CH:4]=1 |f:0.1|. Conditions: time 8 hour. Reported procedure: Into a 4 mL screwcap vial was placed 4-(4-bromo-2-fluorophenyl)-5-[(3S)-3-pyrrolidinylmethyl]-2,4-dihydro-3H-1,2,4-triazol-3-one hydrochloride (0.265 mmol), polystyrene-DIEA (216 mg, 3.68 mmol/g loading, 0.794 mmol) and 2 mL dichloromethane. The contents were lightly swirled. In a separate vial, N,N-dimethylaminocarbamoyl chloride (0.265 mmol) was taken up in 1 mL dichloromethane and added to the starting material dropwise via pipette. The vial was capped and the solution was lightly agitated at... Solvent: ClCCl (dichloromethane), ClCCl (dichloromethane). Reactants: Cl.BrC1=CC(=C(C=C1)N1C(NN=C1C[C@H]1CNCC1)=O)F (4-(4-bromo-2-fluorophenyl)-5-[(3S)-3-pyrrolidinylmethyl]-2,4-dihydro-3H-1,2,4-triazol-3-one hydrochloride), CNN(C(=O)Cl)NC (N,N-dimethylaminocarbamoyl chloride), CNN(C(=O)Cl)NC (N,N-dimethylaminocarbamoyl chloride), polystyrene DIEA, CNN(C(=O)Cl)NC (N,N-dimethylaminocarbamoyl chloride), C(C)(C)N(C(C)C)CC (N,N-diisopropylethylamine). The product is BrC1=CC(=C(C=C1)N1C(=NNC1=O)C[C@H]1CN(CC1)C(=O)N(C)C)F ((3S)-3-{[4-(4-bromo-2-fluorophenyl)-5-oxo-4,5-dihydro-1H-1,2,4-triazol-3-yl]methyl}-N,N-dimethyl-1-pyrrolidinecarboxamide). Reactants: CC(C)(C)NS(=O)(=O)c1sc(Cl)cc1N, Cl. The product is Nc1cc(Cl)sc1S(N)(=O)=O. Reaction SMILES: [C:1]([CH3:2])([CH3:3])([CH3:4])[NH:5][S:6](=[O:7])(=[O:8])[c:9]1[s:10][c:11]([Cl:15])[cH:12][c:13]1[NH2:14].[ClH:16]>>[NH2:5][S:6](=[O:7])(=[O:8])[c:9]1[s:10][c:11]([Cl:15])[cH:12][c:13]1[NH2:14]. Reactants: N1=C(N=CC=C1)SC=1C=CC=C2C=CC=NC12 (8-(2-pyrimidylthio)quinoline), C([O-])(O)=O.[Na+] (sodium bicarbonate), C([O-])(O)=O.[Na+] (sodium bicarbonate), ClC1=CC(=CC=C1)C(=O)OO (m-Chloroperbenzoic acid). Solvent: O1CCCC1 (tetrahydrofuran). Conditions: temperature 25 celsius, time 8 hour. Product: N1=C(N=CC=C1)S(=O)C=1C=CC=C2C=CC=NC12 (8-(2-Pyrimidylsulfinyl)quinoline). As a reaction SMILES: [N:1]1[CH:6]=[CH:5][CH:4]=[N:3][C:2]=1[S:7][C:8]1[CH:9]=[CH:10][CH:11]=[C:12]2[C:17]=1[N:16]=[CH:15][CH:14]=[CH:13]2.C(=O)(O)[O-:19].[Na+].ClC1C=CC=C(C(OO)=O)C=1>O1CCCC1>[N:1]1[CH:6]=[CH:5][CH:4]=[N:3][C:2]=1[S:7]([C:8]1[CH:9]=[CH:10][CH:11]=[C:12]2[C:17]=1[N:16]=[CH:15][CH:14]=[CH:13]2)=[O:19] |f:1.2|. Procedure: To a solution of 5 ml. of tetrahydrofuran containing 170 mg. (0.71 m mole) of 8-(2-pyrimidylthio)quinoline was added 300 mg. of sodium bicarbonate and the mixture cooled to 0° C. m-Chloroperbenzoic acid (153 mg., 1.0 eg) in 5 ml. of the same solvent was added dropwise. After the addition was complete the reaction was allowed to warm to 25° C. and was stirred overnight. The reaction mixture was poured into a sodium bicarbonate solution and the product extracted with ethyl acetate. The organic lay... The reactants are Cl (hydrochloric acid), FC1=C(N)C=CC(=C1F)F (2,3,4-Trifluoroaniline), C(C(=O)C)(=O)OCC (ethyl pyruvate). Reaction SMILES: [F:1][C:2]1[C:8]([F:9])=[C:7]([F:10])[CH:6]=[CH:5][C:3]=1[NH2:4].[C:11]([O:16][CH2:17][CH3:18])(=[O:15])[C:12]([CH3:14])=O.Cl>C(O)C.[Pd]>[F:1][C:2]1[C:8]([F:9])=[C:7]([F:10])[CH:6]=[CH:5][C:3]=1[NH:4][CH:12]([CH3:14])[C:11]([O:16][CH2:17][CH3:18])=[O:15]. The product is FC1=C(NC(C(=O)OCC)C)C=CC(=C1F)F (Ethyl 2-(2,3,4-trifluoroanilino)propionate). Procedure: 2,3,4-Trifluoroaniline (0.83 g) and ethyl pyruvate (1.15 g) were dissolved in ethanol (8 ml). After adding 5% Pd—C (0.11 g) and conc. hydrochloric acid (0.03 g), the mixture was stirred at 40° C. under a hydrogen gas pressure of 2.94 MPa for 3 hours. After filtering off Pd—C, the obtained filtrate was concentrated under reduced pressure. Thus the title compound (1.32 g) was obtained as slightly yellow oily substance. Various spectral data of this product was identical with those obtained in Exam... Isolated yield 94.6%. The reagents and catalysts are [Pd] (Pd—C). Run at temperature 40 celsius, time 3 hour. Run in C(C)O (ethanol). Starting materials: [Br-].[Br-].[Br-].[NH+]1=CC=CC=C1.[NH+]1=CC=CC=C1.[NH+]1=CC=CC=C1 (pyridinium tribromide), COC1=NN(C=C1)C (3-methoxy-1-methyl-1H-pyrazole), C(=O)(O)[O-].[Na+] (NaHCO3). The solvent is O (H2O), CO (MeOH). Conditions: temperature 0 celsius, time 1 hour. The product is BrC=1C(=NN(C1)C)OC (4-Bromo-3-methoxy-1-methyl-1H-pyrazole). As a reaction SMILES: [CH3:1][O:2][C:3]1[CH:7]=[CH:6][N:5]([CH3:8])[N:4]=1.[Br-:9].[Br-].[Br-].[NH+]1C=CC=CC=1.[NH+]1C=CC=CC=1.[NH+]1C=CC=CC=1.C([O-])(O)=O.[Na+]>CO.O>[Br:9][C:7]1[C:3]([O:2][CH3:1])=[N:4][N:5]([CH3:8])[CH:6]=1 |f:1.2.3.4.5.6,7.8|. Procedure: A solution of 3-methoxy-1-methyl-1H-pyrazole (0.500 g, 4.46 mmol) in MeOH (50.0 mL) was cooled to 0° C. and charged with pyridinium tribromide (1.43 g, 4.46 mmol) in portions. The solution was stirred for 1 h at 0° C. then for an additional 16 h at rt. The reaction mixture was charged with sat. NaHCO3 (2.5 mL) and diluted with H2O and extracted with CHCl3 (3×). The combined organic fractions were dried over Na2SO4, filtered and concentrated in vacuo resulting in the title compound as a red oil. ...